This data is from the Open Reaction Database (ORD), a public repository of structured organic reaction records. The task is: describe an organic reaction: reactants, conditions, products, and yield The reactants are C(C)O (ethanol), C(CC)(=O)C=1C(CC(CC1O)C=1C=CC2=C(N(C(CO2)=O)CCCCl)C1)=O (2-propionyl-3-hydroxy-5-(N-(3-chloropropyl)-3-oxo-(2H)-1,4-benzoxazin-6-yl)-cyclohex-2-en-1-one), Cl.C(C)ON (ethoxyamine hydrochloride), C(C)(=O)[O-].[Na+] (sodium acetate). Solvent: CC(=O)C.CCCCCC (acetone hexane), O (water). Conditions: time 2.5 hour. Yields the product C(C)ON=C(CC)C=1C(CC(CC1O)C=1C=CC2=C(N(C(CO2)=O)CCCCl)C1)=O (2-(1-(Ethoxyimino)propyl)-3-hydroxy-5-(N-(3-chloropropyl)-3-oxo-(2H)-1,4-benzoxazin-6-yl)cyclohex-2-en-1-one). Reaction SMILES: C(O)C.[C:4]([C:8]1[C:9](=[O:30])[CH2:10][CH:11]([C:15]2[CH:16]=[CH:17][C:18]3[O:23][CH2:22][C:21](=[O:24])[N:20]([CH2:25][CH2:26][CH2:27][Cl:28])[C:19]=3[CH:29]=2)[CH2:12][C:13]=1[OH:14])(=O)[CH2:5][CH3:6].Cl.[CH2:32]([O:34][NH2:35])[CH3:33].C([O-])(=O)C.[Na+]>O.CC(C)=O.CCCCCC>[CH2:32]([O:34][N:35]=[C:4]([C:8]1[C:9](=[O:30])[CH2:10][CH:11]([C:15]2[CH:16]=[CH:17][C:18]3[O:23][CH2:22][C:21](=[O:24])[N:20]([CH2:25][CH2:26][CH2:27][Cl:28])[C:19]=3[CH:29]=2)[CH2:12][C:13]=1[OH:14])[CH2:5][CH3:6])[CH3:33] |f:2.3,4.5,7.8|. Reported procedure: To 50 mL of absolute ethanol were added in sequence 1.6 g (4.1 mmol) of 2-propionyl-3-hydroxy-5-(N-(3-chloropropyl)-3-oxo-(2H)-1,4-benzoxazin-6-yl)-cyclohex-2-en-1-one, 0.32 g (3.4 mmol) of ethoxyamine hydrochloride and 0.27 g (3.3 mmol) of anhydrous sodium acetate. The resulting mixture was stirred at ambient temperature for 2.5 hours. The reaction mixture was then diluted with 200 mL of water and extracted twice with 50 mL portions of dichloromethane. The extracts were combined, dried over MgS... Procedure: To 0.320 g (1.01 mmole) of ethyl-6-chloro-8-prop-1-ynyl-2-(trifluoromethyl)-2H-chromene-3-carboxylate was added 5 mL of a solvent mixture of THF/EtOH/H2O (7:2:1) followed by 64 mg (1.52 mmole) of LiOH-H20. The mixture was stirred at 60° C. for two hours. The mixture was concd, treated with water and acidified with 0.5N HCl. The product precipitated out of solution and was washed three times with water. The resulting solid was dried to afford 0.050 g (16%) of a brown solid: 1H NMR (CDCl3/400 MHz)... Run in O (water). RXN SMILES: C([O:3][C:4]([C:6]1[CH:7]([C:20]([F:23])([F:22])[F:21])[O:8][C:9]2[C:14]([CH:15]=1)=[CH:13][C:12]([Cl:16])=[CH:11][C:10]=2[C:17]#[C:18][CH3:19])=[O:5])C.C1COCC1.CCO.O.Cl>O>[Cl:16][C:12]1[CH:13]=[C:14]2[C:9](=[C:10]([C:17]#[C:18][CH3:19])[CH:11]=1)[O:8][CH:7]([C:20]([F:23])([F:21])[F:22])[C:6]([C:4]([OH:5])=[O:3])=[CH:15]2 |f:1.2.3|. Isolated yield 15.6%. The reactants are C(C)OC(=O)C=1C(OC2=C(C=C(C=C2C1)Cl)C#CC)C(F)(F)F (ethyl-6-chloro-8-prop-1-ynyl-2-(trifluoromethyl)-2H-chromene-3-carboxylate), LiOH-H20, solvent, C1CCOC1.CCO.O (THF EtOH H2O), Cl (HCl). Product: ClC=1C=C2C=C(C(OC2=C(C1)C#CC)C(F)(F)F)C(=O)O (6-chloro-8-prop-1-ynyl-2-(trifluoromethyl)-2H-chromene-3-carboxylic acid). Run at temperature 60 celsius, time 2 hour. Starting materials: C(C=CC1=CC=CC=C1)#N (cinnamonitrile), CC1=CC(=NN1)N (5-methyl-1H-pyrazole-3-amine), NC1=CC=CC=C1 (aniline). Yields the product CC1=CC(=NN1)NC1=NC(=NC(=C1)NC1=CC=CC=C1)C=CC1=CC=CC=C1 (N4-(5-methyl-1H-pyrazol-3-yl)-N6-phenyl-2-styrylpyrimidine-4,6-diamine). Reaction SMILES: [C:1](#[N:10])[CH:2]=[CH:3][C:4]1[CH:9]=[CH:8][CH:7]=[CH:6][CH:5]=1.[CH3:11][C:12]1[NH:16][N:15]=[C:14]([NH2:17])[CH:13]=1.[NH2:18][C:19]1[CH:24]=[CH:23][CH:22]=[CH:21][CH:20]=1>>[CH3:11][C:12]1[NH:16][N:15]=[C:14]([NH:17][C:3]2[CH:2]=[C:1]([NH:18][C:19]3[CH:24]=[CH:23][CH:22]=[CH:21][CH:20]=3)[N:10]=[C:1]([CH:2]=[CH:3][C:4]3[CH:9]=[CH:8][CH:7]=[CH:6][CH:5]=3)[N:10]=2)[CH:13]=1. Procedure: Example 82 was synthesized via Scheme 6 according to the general scheme provided above with the appropriate starting materials cinnamonitrile, 5-methyl-1H-pyrazole-3-amine, and aniline. Structure of the target was confirmed by 1H-NMR. The 1H-NMR is attached. Reactants: C(C)(=O)OCC (ethyl acetate), C(C)(C)(C)OC(NC=1SC(=CN1)C#C[Si](C)(C)C)=O ((5-trimethylsilanylethynyl-thiazol-2-yl)-carbamic acid tert-butyl ester), O (water), C(=O)([O-])[O-].[K+].[K+] (K2CO3). Run in CO (methanol). Run at time 8 hour. Yields the product C(C)(C)(C)OC(NC=1SC(=CN1)C#C)=O ((5-ethynyl-thiazol-2-yl)-carbamic acid tert-butyl ester). The yield is 95.0%. As a reaction SMILES: [C:1]([O:5][C:6](=[O:19])[NH:7][C:8]1[S:9][C:10]([C:13]#[C:14][Si](C)(C)C)=[CH:11][N:12]=1)([CH3:4])([CH3:3])[CH3:2].C([O-])([O-])=O.[K+].[K+].O.C(OCC)(=O)C>CO>[C:1]([O:5][C:6](=[O:19])[NH:7][C:8]1[S:9][C:10]([C:13]#[CH:14])=[CH:11][N:12]=1)([CH3:4])([CH3:3])[CH3:2] |f:1.2.3|. Procedure: To a solution of (5-trimethylsilanylethynyl-thiazol-2-yl)-carbamic acid tert-butyl ester (1.67 g, 5.633 mmol) was dissolved in methanol (20 ml) was added K2CO3 (0.389 g, 2.816 mmol) and stirred at room temperature overnight. Then the reaction was heated at 50° C. for 2 hrs. Methanol was removed under reduced pressure. The residue obtained was partioned between water (50 ml) and ethyl acetate (50 ml). The layers were separated. The organic layer was washed with brine, dried over anhydrous sodium ... The reactants are tert-butyl-2-fluoro-4-hydroxy phenyl acetate, ClCCl (dichloromethane), C(C)(=O)OCC (ethyl acetate), Cl.CN(CCCN=C=NCC)C (1-(3-dimethylaminopropyl)-3-ethylcarbodiimide hydrochloride), C(#C)C=1C=C(C=C2C(CC(OC12)(C)C)(C)C)C(=O)O (8-ethynyl-2,2,4,4-tetramethyl chroman-6-carboxylic acid), C(#C)C=1C=C(C=C2C(CC(OC12)(C)C)(C)C)C(=O)O (8-ethynyl-2,2,4,4-tetramethyl chroman-6-carboxylic acid), C(C)(=O)OC1=C(C(=C(C=C1)O)C(C)(C)C)F (Tert-butyl-2-fluoro-4-hydroxy-phenyl acetate). The reagents and catalysts are CN(C1=CC=NC=C1)C (4-(dimethylamino)pyridine). The solvent is CCCCCC (hexane). Yields the product FC=1C=C(C=CC1CC(=O)OC(C)(C)C)OC(=O)C=1C=C2C(CC(OC2=C(C1)C#C)(C)C)(C)C (8-Ethynyl-2,2,4,4-tetramethyl chroman-6-carboxylic acid-3-fluoro-4-tert-butoxycarbonylmethyl-phenyl ester), solid. Yield: 92.0%. RXN SMILES: [C:1]([C:3]1[CH:4]=[C:5]([C:17]([OH:19])=[O:18])[CH:6]=[C:7]2[C:12]=1[O:11][C:10]([CH3:14])([CH3:13])[CH2:9][C:8]2([CH3:16])[CH3:15])#[CH:2].Cl[CH2:21]Cl.C(O[C:27]1[CH:32]=[CH:31][C:30](O)=[C:29](C(C)(C)C)[C:28]=1[F:38])(=O)C.Cl.CN(C)[CH2:42][CH2:43][CH2:44]N=C=NCC.[C:51]([O:54]CC)(=[O:53])[CH3:52]>CN(C)C1C=CN=CC=1.CCCCCC>[F:38][C:28]1[CH:27]=[C:32]([O:18][C:17]([C:5]2[CH:6]=[C:7]3[C:12](=[C:3]([C:1]#[CH:2])[CH:4]=2)[O:11][C:10]([CH3:14])([CH3:13])[CH2:9][C:8]3([CH3:15])[CH3:16])=[O:19])[CH:31]=[CH:30][C:29]=1[CH2:52][C:51]([O:54][C:43]([CH3:42])([CH3:44])[CH3:21])=[O:53] |f:3.4|. Procedure: Following General Procedure D and using 8-ethynyl-2,2,4,4-tetramethyl chroman-6-carboxylic acid (Compound 26, 0.107 g, 0.415 mmol), anhydrous dichloromethane (10 mL), tert-butyl-2-fluoro-4-hydroxy phenyl acetate (Compound 14, 0.14 g, 0.62 mmol), 1-(3-dimethylaminopropyl)-3-ethylcarbodiimide hydrochloride (0.12 g, 0.62 mmol) and 4-(dimethylamino)pyridine (0.101 g, 0.83 mmol) followed by flash column chromatography over silica gel (230-400 mesh) using 10-15% ethyl acetate in hexane as the eluent, ... Starting materials: C(CC)=O (propionaldehyde), C(C1=CC=CC=C1)=O (benzaldehyde), N1[C@H](C(=O)O)CCC1 (L-proline). The solvent is C(C)(=O)OCC (ethyl acetate), CN(C=O)C (dimethylformamide), CN(C=O)C (dimethylformamide). Run at time 16 hour. Yields the product O[C@@H]([C@@H](C=O)C)C1=CC=CC=C1 ((2S,3S)-3-hydroxy-2-methyl-3-phenyl-propionaldehyde). Isolated yield 81.0%. Reaction SMILES: [CH:1](=[O:4])[CH2:2][CH3:3].[CH:5](=[O:12])[C:6]1[CH:11]=[CH:10][CH:9]=[CH:8][CH:7]=1.N1CCC[C@H]1C(O)=O>CN(C)C=O.C(OCC)(=O)C>[OH:12][C@H:5]([C:6]1[CH:11]=[CH:10][CH:9]=[CH:8][CH:7]=1)[C@H:2]([CH3:3])[CH:1]=[O:4]. Procedure: A solution of freshly distilled propionaldehyde (72 μL, 1.0 mmol) in 500 μL dimethylformamide pre-cooled to 4° C. was added slowly over the course of 16 h to a stirring suspension of benzaldehyde (1.02 mL, 10 mmol), L-proline (11.5 mg, 0.10 mmol) and 4.5 mL dimethylformamide at 4° C. After 16 hours, the resulting solution was diluted with ethyl acetate and washed successively with water and brine. The combined aqueous layers were back-extracted with 3 portions of dichloromethane. The organic lay... Starting materials: CCO, Cl, O=Cc1ccc(F)cc1F, NO, [Na+], [OH-], O. The product is ON=Cc1ccc(F)cc1F. Reaction SMILES: [CH3:14][CH2:15][OH:16].[ClH:11].[F:1][c:2]1[c:3]([CH:4]=[O:5])[cH:6][cH:7][c:8]([F:10])[cH:9]1.[NH2:12][OH:13].[Na+:18].[OH-:17].[OH2:19]>>[F:1][c:2]1[c:3]([CH:4]=[N:12][OH:13])[cH:6][cH:7][c:8]([F:10])[cH:9]1.